From a dataset of the Open Reaction Database (ORD), a public repository of structured organic reaction records. describe an organic reaction: reactants, conditions, products, and yield Yield: 75.8%. Reactants: N1=CC(=CC=C1)S(=O)(=O)N (3-pyridinesulfonamide), COC1=NC(=NC(=N1)OC)N=C=S (4,6-dimethoxy-2-isothiocyanato-1,3-5-triazine), C([O-])([O-])=O.[K+].[K+] (potassium carbonate), Cl (hydrochloric acid). RXN SMILES: [N:1]1[CH:6]=[CH:5][CH:4]=[C:3]([S:7]([NH2:10])(=[O:9])=[O:8])[CH:2]=1.[CH3:11][O:12][C:13]1[N:18]=[C:17]([O:19][CH3:20])[N:16]=[C:15]([N:21]=[C:22]=[S:23])[N:14]=1.C(=O)([O-])[O-].[K+].[K+].Cl>CC(C)=O.O>[CH3:11][O:12][C:13]1[N:18]=[C:17]([O:19][CH3:20])[N:16]=[C:15]([NH:21][C:22](=[S:23])[NH:10][S:7]([C:3]2[CH:2]=[N:1][CH:6]=[CH:5][CH:4]=2)(=[O:9])=[O:8])[N:14]=1 |f:2.3.4|. The product is COC1=NC(=NC(=N1)OC)NC(NS(=O)(=O)C=1C=NC=CC1)=S (N-[(4,6-Dimethoxy-1,3,5-triazin-2-yl)aminothioxomethyl]-3-pyridinesulfonamide). Procedure details: A mixture of 1.58 g of 3-pyridinesulfonamide, 2.04 g of 4,6-dimethoxy-2-isothiocyanato-1,3-5-triazine and 1.5 g of anhydrous potassium carbonate was stirred in 75 ml of acetone for 60 hours at ambient temperature. The reaction mixture was then poured into 500 ml of cold water, acidified with hydrochloric acid and the precipitated product was removed by filtration to yield 2.7 g of the desired compound, m.p. 158°-160°. Run in CC(=O)C (acetone), O (water). Procedure: 1H-Indazol-3-ol was reacted with N-methyl-4-chloroisatoic anhydride according to the general procedure A above and afforded the desired amine as a yellow solid in 53.5% yield; m.p. 209°-211° C. The product is CNC1=C(C(=O)N2N=C(C3=CC=CC=C23)O)C=CC(=C1)Cl (1-(2-Methylamino-4-chlorobenzoyl)-1H-indazol-3-ol). Reaction SMILES: [NH:1]1[C:9]2[C:4](=[CH:5][CH:6]=[CH:7][CH:8]=2)[C:3]([OH:10])=[N:2]1.[CH3:11][N:12]1C(=O)O[C:15](=[O:16])[C:14]2=[CH:20][CH:21]=[C:22]([Cl:24])[CH:23]=[C:13]12>>[CH3:11][NH:12][C:13]1[CH:23]=[C:22]([Cl:24])[CH:21]=[CH:20][C:14]=1[C:15]([N:1]1[C:9]2[C:4](=[CH:5][CH:6]=[CH:7][CH:8]=2)[C:3]([OH:10])=[N:2]1)=[O:16]. Reactants: N1N=C(C2=CC=CC=C12)O (1H-Indazol-3-ol), CN1C=2C(C(=O)OC1=O)=CC=C(C2)Cl (N-methyl-4-chloroisatoic anhydride). The yield is 53.5%. Reactants: BrC=1C=CC=2N(C1)C(=NN2)C(C2=CC=C(N=N2)N)(F)F (6-((6-bromo-[1,2,4]triazolo[4,3-a]pyridin-3-yl)difluoromethyl)pyridazin-3-amine), BrCC(C(=O)OC)=O (methyl 3-bromo-2-oxopropanoate), C(=O)(O)[O-].[Na+] (NaHCO3). Run in O1CCOCC1 (dioxane). Conditions: temperature 80 celsius. Product: BrC=1C=CC=2N(C1)C(=NN2)C(C=2C=CC=1N(N2)C=C(N1)C(=O)OC)(F)F (Methyl 6-((6-bromo-[1,2,4]triazolo[4,3-a]pyridin-3-yl)difluoromethyl)imidazo[1,2-b]pyridazine-2-carboxylate), 45I. The yield is 29.3%. RXN SMILES: [Br:1][C:2]1[CH:3]=[CH:4][C:5]2[N:6]([C:8]([C:11]([F:20])([F:19])[C:12]3[N:17]=[N:16][C:15]([NH2:18])=[CH:14][CH:13]=3)=[N:9][N:10]=2)[CH:7]=1.Br[CH2:22][C:23](=O)[C:24]([O:26][CH3:27])=[O:25].C([O-])(O)=O.[Na+]>O1CCOCC1>[Br:1][C:2]1[CH:3]=[CH:4][C:5]2[N:6]([C:8]([C:11]([F:20])([F:19])[C:12]3[CH:13]=[CH:14][C:15]4[N:16]([CH:22]=[C:23]([C:24]([O:26][CH3:27])=[O:25])[N:18]=4)[N:17]=3)=[N:9][N:10]=2)[CH:7]=1 |f:2.3|. Procedure details: A reaction mixture of 6-((6-bromo-[1,2,4]triazolo[4,3-a]pyridin-3-yl)difluoromethyl)pyridazin-3-amine (11.0 g, 32.2 mmol), methyl 3-bromo-2-oxopropanoate (11.67 g, 64.5 mmol), and NaHCO3 (10.84 g) in dioxane (150 mL) was heated at 80° C. for 4 hrs to provide a red reaction mixture. Solids were filtered off, rinsed with dioxane, and the combined filtrates were concentrated via rotary evaporation. The resulting residue was dissolved in EtOAc and washed with 0.1 N NaOH until the red color no longer...